From a dataset of the Open Reaction Database (ORD), a public repository of structured organic reaction records. describe an organic reaction: reactants, conditions, products, and yield Yield: 83.2%. The reactants are N#CBr (cyanogen bromide), C(C)(C)C1=CC=C(N)C=C1 (4-isopropylaniline). Procedure details: A solution of cyanogen bromide (1.59 g, 15 mmol) in diethylether (20) was added dropwise to a solution of 4-isopropylaniline (3.24 g) in diethylether (50 mL) at 4° C. with stirring. After the addition, the reaction mixture was kept stirring at room temperature for 18 h. Then a solution with white precipitates formed and the precipitates were removed by filtration. The etherate solution was washed with aqueous HCl (1N, 30 mL, two times) as well as brine, dried over MgSO4, filtered, concentrated, ... The product is C(C)(C)C1=CC=C(C=C1)NC#N (4-isopropylphenyl cyanamide). Run in C(C)OCC (diethylether), C(C)OCC (diethylether). RXN SMILES: [N:1]#[C:2]Br.[CH:4]([C:7]1[CH:13]=[CH:12][C:10]([NH2:11])=[CH:9][CH:8]=1)([CH3:6])[CH3:5]>C(OCC)C>[CH:4]([C:7]1[CH:13]=[CH:12][C:10]([NH:11][C:2]#[N:1])=[CH:9][CH:8]=1)([CH3:6])[CH3:5]. Reactants: S(=O)(=O)(C1=CC=C(C)C=C1)OC[C@@H]1[C@H](C[C@@H](O1)N1C(=O)NC(=O)C=C1)O (5' -O-Tosyl-2'-deoxyuridine), [N-]=[N+]=[N-].[Li+] (lithium azide). Run in CN(C=O)C (dimethylformamide). Conditions: temperature 100 celsius, time 30 minute. Product: N(=[N+]=[N-])C[C@@H]1[C@H](C[C@@H](O1)N1C(=O)NC(=O)C=C1)O (5'-azido-2',5'-dideoxyuridine). The yield is 81.0%. Reaction SMILES: S(O[CH2:12][C@H:13]1[O:17][C@@H:16]([N:18]2[CH:25]=[CH:24][C:22](=[O:23])[NH:21][C:19]2=[O:20])[CH2:15][C@@H:14]1[OH:26])(C1C=CC(C)=CC=1)(=O)=O.[N-:27]=[N+:28]=[N-:29].[Li+]>CN(C)C=O>[N:27]([CH2:12][C@H:13]1[O:17][C@@H:16]([N:18]2[CH:25]=[CH:24][C:22](=[O:23])[NH:21][C:19]2=[O:20])[CH2:15][C@@H:14]1[OH:26])=[N+:28]=[N-:29] |f:1.2|. Reported procedure: 5' -O-Tosyl-2'-deoxyuridine (2.78 gm, 10 mmole) is dissolved in 50 ml of dimethylformamide (DMF) and 0.98 gm (20 mmole) of lithium azide added. The solution is heated at 100° C for 2 hours, then cooled and filtered. DMF is removed in vacuo at 40° and the yellow residue dissolved in 200 ml of 50% aqueous methanol. 20 gm of Dowex 50 (H+) resin are added and the solution stirred at room temperature for 30 minutes. After filtration, the solvent is reduced to 20-30 ml by rotary evaporation. As the so... The reactants are FC1=C2C(=NNC2=CC=C1)O (4-fluoro-1H-indazol-3-ol), CC1CCN(CC1)C(=O)Cl (4-Methylpiperidine-1-carbonyl chloride), CC1CCN(CC1)C(=O)Cl (4-methyl-piperidine-1-carbonyl chloride). Solvent: N1=CC=CC=C1 (pyridine), N1=CC=CC=C1 (pyridine). Run at time 8 hour. Yields the product CC1CCN(CC1)C(=O)OC1=NNC2=CC=CC(=C12)F (4-Fluoro-1H-indazol-3-yl 4-methylpiperidine-1-carboxylate). Reaction SMILES: [F:1][C:2]1[CH:10]=[CH:9][CH:8]=[C:7]2[C:3]=1[C:4]([OH:11])=[N:5][NH:6]2.[CH3:12][CH:13]1[CH2:18][CH2:17][N:16]([C:19](Cl)=[O:20])[CH2:15][CH2:14]1>N1C=CC=CC=1>[CH3:12][CH:13]1[CH2:18][CH2:17][N:16]([C:19]([O:11][C:4]2[C:3]3[C:7](=[CH:8][CH:9]=[CH:10][C:2]=3[F:1])[NH:6][N:5]=2)=[O:20])[CH2:15][CH2:14]1. Procedure details: 100 mg (0.66 mmol) of 4-fluoro-1H-indazol-3-ol and 116.8 mg (0.72 mmol) of 4-methylpiperidine-1-carbonyl chloride (Example 2) in 10 ml of pyridine were heated under reflux for 4 h and left to stand overnight. Addition of 24 mg of 4-methyl-piperidine-1-carbonyl chloride was followed by heating under reflux for a further 2 h while the pyridine was distilled off in vacuo, and the residue was dissolved in water and extracted with ethyl acetate. The organic phase was concentrated and purified by prep...